Dataset: the Open Reaction Database (ORD), a public repository of structured organic reaction records. Task: describe an organic reaction: reactants, conditions, products, and yield The reactants are ClS(=O)(=O)C=1C=C2CC(NC2=CC1)=O (5-chlorosulfonyl-2-oxindole), FC1=CC=C(CN)C=C1 (4-fluorobenzylamine), N1=CC=CC=C1 (pyridine). The solvent is ClCCl (dichloromethane). Conditions: time 4 hour. The product is FC1=CC=C(CNS(=O)(=O)C=2C=C3CC(NC3=CC2)=O)C=C1 (2-oxo-2,3-dihydro-1H-indole-5-sulfonic acid-4-fluoro-benzylamide). Yield: 84.0%. Reaction SMILES: Cl[S:2]([C:5]1[CH:6]=[C:7]2[C:11](=[CH:12][CH:13]=1)[NH:10][C:9](=[O:14])[CH2:8]2)(=[O:4])=[O:3].[F:15][C:16]1[CH:23]=[CH:22][C:19]([CH2:20][NH2:21])=[CH:18][CH:17]=1.N1C=CC=CC=1>ClCCl>[F:15][C:16]1[CH:23]=[CH:22][C:19]([CH2:20][NH:21][S:2]([C:5]2[CH:6]=[C:7]3[C:11](=[CH:12][CH:13]=2)[NH:10][C:9](=[O:14])[CH2:8]3)(=[O:4])=[O:3])=[CH:18][CH:17]=1. Reported procedure: A suspension of 5-chlorosulfonyl-2-oxindole (5.0 g), 4-fluorobenzylamine (3.0 mL) and pyridine (3.5 mL) in dichloromethane (30 mL) was stirred at room temperature for 4 hours. The precipitate was filtered, washed with dichloromethane and dried to give 5.8 g (84%) of 2-oxo-2,3-dihydro-1H-indole-5-sulfonic acid-4-fluoro-benzylamide. Reactants: ClCCS(=O)(=O)Cl (2-chloroethanesulfonyl chloride), [H-].[Na+] (NaH), FC=1C=C(COC2=CC=C(C=C2)C=2C(=NC=CC2)N)C=CC1 (3-{4-[(3-fluorobenzyl)oxy]phenyl}pyridin-2-amine). Run in C1CCOC1 (THF), C1CCOC1 (THF). Run at time 5 minute. Product: FC=1C=C(COC2=CC=C(C=C2)C2=CC=CN3C2=NS(CC3)(=O)=O)C=CC1 (9-{4-[(3-fluorobenzyl)oxy]phenyl}-3,4-dihydropyrido[2,1-c][1,2,4]thiadiazine 2,2-dioxide). As a reaction SMILES: [H-].[Na+].Cl[CH2:4][CH2:5][S:6](Cl)(=[O:8])=[O:7].[F:10][C:11]1[CH:12]=[C:13]([CH:29]=[CH:30][CH:31]=1)[CH2:14][O:15][C:16]1[CH:21]=[CH:20][C:19]([C:22]2[C:23]([NH2:28])=[N:24][CH:25]=[CH:26][CH:27]=2)=[CH:18][CH:17]=1>C1COCC1>[F:10][C:11]1[CH:12]=[C:13]([CH:29]=[CH:30][CH:31]=1)[CH2:14][O:15][C:16]1[CH:17]=[CH:18][C:19]([C:22]2[C:23]3=[N:28][S:6](=[O:8])(=[O:7])[CH2:5][CH2:4][N:24]3[CH:25]=[CH:26][CH:27]=2)=[CH:20][CH:21]=1 |f:0.1|. Reported procedure: To a suspension of NaH (60%, 136 mg) in THF (dry) (10 mL) was added 2-chloroethanesulfonyl chloride (0.214 mL) at 0° C. and the mixture was stirred for 5 min at the same temperature. A solution of 3-{4-[(3-fluorobenzyl)oxy]phenyl}pyridin-2-amine (200 mg) in THF (dry) (10 mL) was added at 0° C. and the mixture was stirred at room temperature under nitrogen overnight. The mixture was quenched with water at 0° C. carefully. Water was added to form precipitates which were washed with water, hexane a... Reactants: CC1=C(C(CCC1)(C)C)C#CC=1C=C2C=CC(=CC2=CC1)C(=O)O (6-[2-(2,6,6-trimethylcyclohex-1-enyl)ethynyl]-2-naphthoic acid), CC1=C(C(CCC1)(C)C)C#CC=1C=C2C=CC(=CC2=CC1)C(=O)O (6-[2-(2,6,6-trimethylcyclohex-1-enyl)ethynyl]-2-naphthoic acid), C(C=1C(C(=O)[O-])=CC=CC1)(=O)O[O-].[Mg+2] (magnesium monoperoxyphthalate), O (water). Yields the product O1C2(C1(CCCC2(C)C)C)C#CC=2C=C1C=CC=C(C1=CC2)C(=O)O ((±)-6-[2-(1,2-Epoxy-2,6,6-trimethylcyclohexanyl)ethynyl]naphthoic acid). Conditions: time 3 day. Run in C(C)(C)O (iso-propyl alcohol), C(C)(C)O (iso-propyl alcohol), [Cl-].[Na+].O (brine). As a reaction SMILES: [C:1]([O:12][O-])(=[O:11])[C:2]1[C:3](=[CH:7][CH:8]=[CH:9][CH:10]=1)[C:4]([O-])=O.[Mg+2].[OH2:15].[CH3:16][C:17]1[CH2:22][CH2:21][CH2:20][C:19]([CH3:24])([CH3:23])[C:18]=1[C:25]#[C:26][C:27]1[CH:28]=C2C(=C[CH:36]=1)C=C(C(O)=O)C=C2>C(O)(C)C.[Cl-].[Na+].O>[O:15]1[C:17]2([CH3:16])[CH2:22][CH2:21][CH2:20][C:19]([CH3:24])([CH3:23])[C:18]12[C:25]#[C:26][C:27]1[CH:28]=[C:7]2[C:3](=[CH:4][CH:36]=1)[C:2]([C:1]([OH:12])=[O:11])=[CH:10][CH:9]=[CH:8]2 |f:0.1,5.6.7|. Procedure: To a suspension of 0.135 g (0.218 mmol) of 80% magnesium monoperoxyphthalate acid (MMPP) and 2 ml iso-propyl alcohol was added enough water (0.20 ml) to just dissolve the solid. This solution was added to a solution of 0.058 g (0.182 mmol) of 6-[2-(2,6,6-trimethylcyclohex-1-enyl)ethynyl]-2-naphthoic acid (Compound 4) in 1 ml iso-propyl alcohol and stirred at ambient temperature for 3 days. The solution was treated with 2 ml of brine and extracted with 3×10 ml ethyl acetate. The organic extracts ... Reaction SMILES: [C:37](=[O:38])([O-:39])[OH:40].[CH3:35][I:36].[H-:1].[Na+:2].[Na+:41].[O:42]1[CH2:43][CH2:44][CH2:45][CH2:46]1.[OH:3][CH2:4][CH:5]1[NH:6][c:7]2[cH:8][cH:9][cH:10][cH:11][c:12]2[CH:13]2[CH:14]1[CH2:15][CH2:16][N:17]2[C:18](=[O:19])[CH:20]1[CH:21]([NH:26][C:27]([c:28]2[cH:29][cH:30][cH:31][cH:32][cH:33]2)=[O:34])[CH2:22][CH2:23][CH2:24][CH2:25]1>>[O:3]([CH2:4][CH:5]1[NH:6][c:7]2[cH:8][cH:9][cH:10][cH:11][c:12]2[CH:13]2[CH:14]1[CH2:15][CH2:16][N:17]2[C:18](=[O:19])[CH:20]1[CH:21]([NH:26][C:27]([c:28]2[cH:29][cH:30][cH:31][cH:32][cH:33]2)=[O:34])[CH2:22][CH2:23][CH2:24][CH2:25]1)[CH3:37]. Reactants: O=C([O-])O, CI, [H-], [Na+], [Na+], C1CCOC1, O=C(NC1CCCCC1C(=O)N1CCC2C(CO)Nc3ccccc3C21)c1ccccc1. Product: COCC1Nc2ccccc2C2C1CCN2C(=O)C1CCCCC1NC(=O)c1ccccc1. Starting materials: CC(C)(O)c1ccncc1Br, O=C([O-])[O-], Cn1c(=O)oc2ccc(B3OC(C)(C)C(C)(C)O3)cc21, [Na+], [Na+], CN(C)C=O, Cl[Pd]Cl, c1ccc(P(c2ccccc2)c2ccccc2)cc1, c1ccc(P(c2ccccc2)c2ccccc2)cc1. Yields the product Cn1c(=O)oc2ccc(-c3cnccc3C(C)(C)O)cc21. Reaction SMILES: [Br:21][c:22]1[cH:23][n:24][cH:25][cH:26][c:27]1[C:28]([CH3:29])([CH3:30])[OH:31].[C:32](=[O:33])([O-:34])[O-:35].[CH3:1][n:2]1[c:3](=[O:20])[o:4][c:5]2[c:6]1[cH:7][c:8]([B:11]1[O:12][C:13]([CH3:14])([CH3:15])[C:16]([CH3:17])([CH3:18])[O:19]1)[cH:9][cH:10]2.[Na+:36].[Na+:37].[O:38]=[CH:39][N:40]([CH3:41])[CH3:42].[Pd:43]([Cl:44])[Cl:45].[c:46]1([P:47]([c:48]2[cH:49][cH:50][cH:51][cH:52][cH:53]2)[c:54]2[cH:55][cH:56][cH:57][cH:58][cH:59]2)[cH:60][cH:61][cH:62][cH:63][cH:64]1.[c:65]1([P:66]([c:67]2[cH:68][cH:69][cH:70][cH:71][cH:72]2)[c:73]2[cH:74][cH:75][cH:76][cH:77][cH:78]2)[cH:79][cH:80][cH:81][cH:82][cH:83]1>>[CH3:1][n:2]1[c:3](=[O:20])[o:4][c:5]2[c:6]1[cH:7][c:8](-[c:22]1[cH:23][n:24][cH:25][cH:26][c:27]1[C:28]([CH3:29])([CH3:30])[OH:31])[cH:9][cH:10]2. Starting materials: [OH-].[Na+] (sodium hydroxide), O=C[C@@H](O)[C@H](O)[C@H](O)CO (arabinose), O.O.O.O.O.O.[Cl-].[Cr+3].[Cl-].[Cl-] (chromium chloride hexahydrate), C([O-])([O-])=O.[Na+].[Na+] (sodium carbonate), O=C[C@@H](O)[C@H](O)[C@H](O)CO.[Cr] (chromium arabinose). Solvent: C(C)O (Ethanol), O (water). Conditions: temperature 90 celsius. Yields the product C([O-])([O-])=O.O=C[C@@H](O)[C@H](O)[C@H](O)CO.[Cr+3].C([O-])([O-])=O.C([O-])([O-])=O.[Cr+3] (Chromium Arabinose Carbonate). Reaction SMILES: [O:1]=[CH:2][C@H:3]([C@@H:5]([C@@H:7]([CH2:9][OH:10])[OH:8])[OH:6])[OH:4].O.O.O.O.O.O.[Cl-].[Cr+3:18].[Cl-].[Cl-].[C:21](=[O:24])([O-:23])[O-:22].[Na+].[Na+].[OH-].[Na+].O=C[C@H]([C@@H]([C@@H](CO)O)O)O.[Cr]>O.C(O)C>[C:21](=[O:22])([O-:24])[O-:23].[O:1]=[CH:2][C@H:3]([C@@H:5]([C@@H:7]([CH2:9][OH:10])[OH:8])[OH:6])[OH:4].[Cr+3:18].[C:21](=[O:22])([O-:24])[O-:23].[C:21](=[O:22])([O-:24])[O-:23].[Cr+3:18] |f:1.2.3.4.5.6.7.8.9.10,11.12.13,14.15,16.17,20.21.22.23.24.25|. Reported procedure: 30 g of arabinose and 7 g of chromium chloride hexahydrate were dissolved in 60 g of water at 75° C. with stirring to produce a solution. The pH of the solution was raised to about 4 by adding an aqueous solution containing 20 wt % of sodium carbonate. The pH of the solution was then further raised to 10 by rapidly in one portion a suitable amount of adding an aqueous solution containing 20 wt % of sodium hydroxide. The temperature was then raised to 90° C. In less than 10 minutes after the temp... Reactants: [C+4], OC1CCN(Cc2ccccc2)CC1COc1ccccc1F, CCOC(C)=O, CCO, [OH-], [OH-], [OH-], [OH-], [OH-], [OH-], [Pd+2]. Product: OC1CCNCC1COc1ccccc1F. Reaction SMILES: [C+4:33].[CH2:1]([c:2]1[cH:3][cH:4][cH:5][cH:6][cH:7]1)[N:8]1[CH2:9][CH:10]([CH2:15][O:16][c:17]2[c:18]([F:23])[cH:19][cH:20][cH:21][cH:22]2)[CH:11]([OH:14])[CH2:12][CH2:13]1.[CH3:24][CH2:25][O:26][C:27](=[O:28])[CH3:29].[CH3:30][CH2:31][OH:32].[OH-:34].[OH-:36].[OH-:37].[OH-:38].[OH-:39].[OH-:40].[Pd+2:35]>>[NH:8]1[CH2:9][CH:10]([CH2:15][O:16][c:17]2[c:18]([F:23])[cH:19][cH:20][cH:21][cH:22]2)[CH:11]([OH:14])[CH2:12][CH2:13]1. The reactants are C(C[C@@H](C)CCC=C(C)C)Br ((S)-citronellyl bromide), [Li+].[Cl-] (LiCl), C[Mg]Cl (methylmagnesium chloride), solution, CuCl2, [Cl-].[NH4+] (ammonium chloride). Run in C1CCOC1 (THF), C1CCOC1 (THF). The product is CC(C)=CCC[C@@H](CCC)C ((R)-2,6-dimethyl-non-2-ene). RXN SMILES: [CH2:1](Br)[CH2:2][C@H:3]([CH2:5][CH2:6][CH:7]=[C:8]([CH3:10])[CH3:9])[CH3:4].[Li+].[Cl-].[CH3:14][Mg]Cl.[Cl-].[NH4+]>C1COCC1>[CH3:9][C:8](=[CH:7][CH2:6][CH2:5][C@H:3]([CH3:4])[CH2:2][CH2:1][CH3:14])[CH3:10] |f:1.2,4.5|. Reported procedure: To (S)-citronellyl bromide (50 g, 0.228 mol) in THF (800 mL) at 0° C. was added LiCl (4.3 g) followed by CuCl2 (6.8 g). After 30 minutes methylmagnesium chloride (152 mL of a 3 M solution in THF, Aldrich) was added and the solution warmed to room temperature. After 10 hours the solution was cooled to 0° C. and a saturated aqueous solution of ammonium chloride carefully added. The resultant two layers were separated and the aqueous phase extracted with ether. The combined organic phases were drie...